This data is from the Open Reaction Database (ORD), a public repository of structured organic reaction records. The task is: describe an organic reaction: reactants, conditions, products, and yield Reaction SMILES: [C:7]([CH:8]=[CH:9][c:10]1[cH:11][cH:12][cH:13][cH:14][cH:15]1)(=[O:16])[Cl:17].[CH2:1]1[CH2:2][NH:3][CH2:4][CH2:5][NH:6]1.[CH:18]([Cl:19])([Cl:20])[Cl:21]>>[CH2:1]1[CH2:2][N:3]([C:7]([CH:8]=[CH:9][c:10]2[cH:11][cH:12][cH:13][cH:14][cH:15]2)=[O:16])[CH2:4][CH2:5][NH:6]1. The product is O=C(C=Cc1ccccc1)N1CCNCC1. Reactants: O=C(Cl)C=Cc1ccccc1, C1CNCCN1, ClC(Cl)Cl. Reactants: BrC1=C2C=CN=C(C2=CC=C1OC)OC1CN2C(N(CCCCC=CC3CC3(NC(C2C1)=O)C(=O)NS(=O)(=O)C1CC1)C)=O (N-[17-(5-bromo-6-methoxyisoquinolin-1-yloxy)-13-methyl-2,14-dioxo-3,13,15-triaza-tricyclo[13.3.0.04,6]octadec-7-ene-4-carbonyl](cyclopropyl)sulfonamide), CC1=CC=C(C=N1)B(O)O (6-methylpyridine-3-boronic acid), tetrakistriphenylphosphine palladium, C([O-])([O-])=O.[Na+].[Na+] (sodium carbonate). Run in CN(C)C=O (DMF). Yields the product CC1=C(C=NC=C1)C1=C2C=CN=C(C2=CC=C1OC)OC1CN2C(N(CCCCC=CC3CC3(NC(C2C1)=O)C(=O)NS(=O)(=O)C1CC1)C)=O (N-[17-[5-(4-methyl-3-pyridyl)-6-methoxyisoquinolin-1-yloxy]-13-methyl-2,14-dioxo-3,13,15-triaza-tricyclo[13.3.0.04,6]octadec-7-ene-4-carbonyl](cyclopropyl)sulfonamide). Isolated yield 21.1%. As a reaction SMILES: Br[C:2]1[C:11]([O:12][CH3:13])=[CH:10][CH:9]=[C:8]2[C:3]=1[CH:4]=[CH:5][N:6]=[C:7]2[O:14][CH:15]1[CH2:32][CH:31]2[N:17]([C:18](=[O:44])[N:19]([CH3:43])[CH2:20][CH2:21][CH2:22][CH2:23][CH:24]=[CH:25][CH:26]3[C:28]([C:34]([NH:36][S:37]([CH:40]4[CH2:42][CH2:41]4)(=[O:39])=[O:38])=[O:35])([NH:29][C:30]2=[O:33])[CH2:27]3)[CH2:16]1.C[C:46]1[N:51]=[CH:50][C:49](B(O)O)=[CH:48][CH:47]=1.[C:55](=O)([O-])[O-].[Na+].[Na+]>CN(C=O)C>[CH3:55][C:48]1[CH:47]=[CH:46][N:51]=[CH:50][C:49]=1[C:2]1[C:11]([O:12][CH3:13])=[CH:10][CH:9]=[C:8]2[C:3]=1[CH:4]=[CH:5][N:6]=[C:7]2[O:14][CH:15]1[CH2:32][CH:31]2[N:17]([C:18](=[O:44])[N:19]([CH3:43])[CH2:20][CH2:21][CH2:22][CH2:23][CH:24]=[CH:25][CH:26]3[C:28]([C:34]([NH:36][S:37]([CH:40]4[CH2:41][CH2:42]4)(=[O:39])=[O:38])=[O:35])([NH:29][C:30]2=[O:33])[CH2:27]3)[CH2:16]1 |f:2.3.4|. Procedure: A solution of 51 (17.3 mg, 0.025 mmol), 6-methylpyridine-3-boronic acid (5.9 mg, 0.028 mmol), tetrakistriphenylphosphine palladium (8.2 mg, 0.005 mmol) and sodium carbonate (5.8 mg, 0.055 mmol) in DMF (2 mL) were warmed to 90° C. for 20 h. Then, the reaction mixture was cooled down to room temperature and the solvent was evaporated. The residue was purified by HPLC to yield 3.7 mg (21%) of the title product 52 as a white powder. m/z=703 (M+H)+; 1H-NMR (CDCl3): 10.6 (bs, 1H), 8.8 (s, 1H), 8.12 (d... Reactants: Cl.C1(CC1)N (cyclopropylamine hydrochloride), ClC1=C2N=CN(C2=NC=N1)C=C (6-Chloro-9-vinylpurine), C1(CC1)N (cyclopropylamine), O (Water). Run in C1CCOC1 (THF). Reaction conditions: time 5 hour. Yields the product C1(CC1)NC1=C2N=CN(C2=NC=N1)C=C (N-cyclopropyl-9-vinyl-9H-purin-6-amine). As a reaction SMILES: Cl[C:2]1[N:10]=[CH:9][N:8]=[C:7]2[C:3]=1[N:4]=[CH:5][N:6]2[CH:11]=[CH2:12].[CH:13]1([NH2:16])[CH2:15][CH2:14]1.O.Cl.C1(N)CC1>C1COCC1>[CH:13]1([NH:16][C:2]2[N:10]=[CH:9][N:8]=[C:7]3[C:3]=2[N:4]=[CH:5][N:6]3[CH:11]=[CH2:12])[CH2:15][CH2:14]1 |f:3.4|. Procedure details: 6-Chloro-9-vinylpurine (0.54 g, 3 mmol) was mixed with cyclopropylamine (1.71 g, 30 mmol) in THF (10 mL) and the mixture was stirred for 5 h at rt. Water was added to dissolve the white precipitate (cyclopropylamine hydrochloride). The aqueous layer was extracted with ethyl acetate and the combined organic layers were dried over sodium sulfate, concentrated on a rotavap, and then recrystallized from EtOAc/hexanes yielding the desired product. Starting materials: C(C1=CC=CC=C1)N1C(N(C2=C(C1)N=C(C=C2)F)C2=CC=CC=C2)=O (3-benzyl-6-fluoro-1-phenyl-3,4-dihydro-1H-pyrido[3,2-d]pyrimidin-2-one), COC1=C(CN)C=CC(=C1)OC (2,4-dimethoxybenzyl-amine). Run at temperature 150 celsius. Product: C(C1=CC=CC=C1)N1C(N(C2=C(C1)N=C(C=C2)NCC2=C(C=C(C=C2)OC)OC)C2=CC=CC=C2)=O (3-benzyl-6-(2,4-dimethoxy-benzylamino)-1-phenyl-3,4-dihydro-1H-pyrido[3,2-d]pyrimidin-2-one). Isolated yield 40.4%. As a reaction SMILES: [CH2:1]([N:8]1[CH2:13][C:12]2[N:14]=[C:15](F)[CH:16]=[CH:17][C:11]=2[N:10]([C:19]2[CH:24]=[CH:23][CH:22]=[CH:21][CH:20]=2)[C:9]1=[O:25])[C:2]1[CH:7]=[CH:6][CH:5]=[CH:4][CH:3]=1.[CH3:26][O:27][C:28]1[CH:35]=[C:34]([O:36][CH3:37])[CH:33]=[CH:32][C:29]=1[CH2:30][NH2:31]>>[CH2:1]([N:8]1[CH2:13][C:12]2[N:14]=[C:15]([NH:31][CH2:30][C:29]3[CH:32]=[CH:33][C:34]([O:36][CH3:37])=[CH:35][C:28]=3[O:27][CH3:26])[CH:16]=[CH:17][C:11]=2[N:10]([C:19]2[CH:24]=[CH:23][CH:22]=[CH:21][CH:20]=2)[C:9]1=[O:25])[C:2]1[CH:7]=[CH:6][CH:5]=[CH:4][CH:3]=1. Reported procedure: A mixture of 3-benzyl-6-fluoro-1-phenyl-3,4-dihydro-1H-pyrido[3,2-d]pyrimidin-2-one (112 mg, 0.34 mmol, 1.0 equiv) and 2,4-dimethoxybenzyl-amine (1.0 mL, 6.7 mmol, 20 equiv) was heated in the microwave reactor at 150° C. for 2 h. The crude reaction mixture was purified by column chromatography (SiO2, eluted with petrol—EtOAc 0-50%) to afford 3-benzyl-6-(2,4-dimethoxy-benzylamino)-1-phenyl-3,4-dihydro-1H-pyrido[3,2-d]pyrimidin-2-one (66 mg). MS: [M+H]+=481.